From a dataset of the Open Reaction Database (ORD), a public repository of structured organic reaction records. describe an organic reaction: reactants, conditions, products, and yield Starting materials: O=C([O-])O, O=C1CCN(Cc2ccccc2)CCN1, [Na+], C1COCCO1, S=P12SP3(=S)SP(=S)(S1)SP(=S)(S2)S3. Yields the product S=C1CCN(Cc2ccccc2)CCN1. Reaction SMILES: [C:16](=[O:17])([OH:18])[O-:19].[CH2:1]([c:2]1[cH:3][cH:4][cH:5][cH:6][cH:7]1)[N:8]1[CH2:9][CH2:10][NH:11][C:12](=[O:15])[CH2:13][CH2:14]1.[Na+:20].[O:35]1[CH2:36][CH2:37][O:38][CH2:39][CH2:40]1.[P:21]12(=[S:22])[S:23][P:24]3(=[S:34])[S:25][P:26](=[S:32])([S:27][P:28](=[S:31])([S:29]3)[S:30]1)[S:33]2>>[CH2:1]([c:2]1[cH:3][cH:4][cH:5][cH:6][cH:7]1)[N:8]1[CH2:9][CH2:10][NH:11][C:12](=[S:22])[CH2:13][CH2:14]1. Reactants: CC(=O)O, COc1ccc(F)cc1C(C)(C)CC(O)(C=O)C(F)(F)F, Nc1cccc2cnccc12. Yields the product COc1ccc(F)cc1C(C)(C)CC(O)(C=Nc1cccc2cnccc12)C(F)(F)F. Reaction SMILES: [CH3:33][C:34](=[O:35])[OH:36].[F:1][c:2]1[cH:3][cH:4][c:5]([O:20][CH3:21])[c:6]([C:8]([CH2:9][C:10]([CH:11]=[O:12])([C:13]([F:14])([F:15])[F:16])[OH:17])([CH3:18])[CH3:19])[cH:7]1.[NH2:22][c:23]1[c:24]2[cH:25][cH:26][n:27][cH:28][c:29]2[cH:30][cH:31][cH:32]1>>[F:1][c:2]1[cH:3][cH:4][c:5]([O:20][CH3:21])[c:6]([C:8]([CH2:9][C:10]([CH:11]=[N:22][c:23]2[c:24]3[cH:25][cH:26][n:27][cH:28][c:29]3[cH:30][cH:31][cH:32]2)([C:13]([F:14])([F:15])[F:16])[OH:17])([CH3:18])[CH3:19])[cH:7]1.